Dataset: the Open Reaction Database (ORD), a public repository of structured organic reaction records. Task: describe an organic reaction: reactants, conditions, products, and yield Reactants: O=C([O-])[O-], CCCCOc1nc(N)c2nc(OC)[nH]c2n1, CS(=O)(=O)OCCC1CCCOC1, CN(C)C=O, O=C(O)C(F)(F)F, [K+], [K+], O. The product is CCCCOc1nc(N)c2nc(OC)n(CCC3CCCOC3)c2n1. As a reaction SMILES: [C:25](=[O:26])([O-:27])[O-:28].[CH2:8]([CH2:9][CH2:10][CH3:11])[O:12][c:13]1[n:14][c:15]([NH2:24])[c:16]2[n:17][c:18]([O:22][CH3:23])[nH:19][c:20]2[n:21]1.[CH3:31][S:32]([O:33][CH2:36][CH2:37][CH:38]1[CH2:39][O:40][CH2:41][CH2:42][CH2:43]1)(=[O:34])=[O:35].[CH3:45][N:46]([CH3:47])[CH:48]=[O:49].[F:1][C:2]([F:3])([F:4])[C:5]([OH:6])=[O:7].[K+:29].[K+:30].[OH2:44]>>[CH2:8]([CH2:9][CH2:10][CH3:11])[O:12][c:13]1[n:14][c:15]([NH2:24])[c:16]2[n:17][c:18]([O:22][CH3:23])[n:19]([CH2:36][CH2:37][CH:38]3[CH2:39][O:40][CH2:41][CH2:42][CH2:43]3)[c:20]2[n:21]1. Starting materials: BrC=C1C=CC(O1)=O (5-bromomethylene-2(5H) furanone), COC1=CC=C(C=C1)B(O)O (4-methoxyphenylboronic acid), [F-].[Cs+] (cesium fluoride). The reagents and catalysts are [I-].C(CCC)[N+](CCCC)(CCCC)CCCC (tetrabutylammonium iodide), Cl[Pd]([P](C1=CC=CC=C1)(C2=CC=CC=C2)C3=CC=CC=C3)([P](C4=CC=CC=C4)(C5=CC=CC=C5)C6=CC=CC=C6)Cl (trans-dichlorobis(triphenylphosphine)palladium). Solvent: C1(=CC=CC=C1)C (toluene), O (water), [Cl-].[Na+].O (brine). Product: COC1=CC=C(\C=C/2\C=CC(O2)=O)C=C1 ((Z)-5-(4-Methoxybenzylidene)furan-2-(5H)-one). Reaction SMILES: Br[CH:2]=[C:3]1[O:7][C:6](=[O:8])[CH:5]=[CH:4]1.[CH3:9][O:10][C:11]1[CH:16]=[CH:15][C:14](B(O)O)=[CH:13][CH:12]=1.[F-].[Cs+]>[I-].C([N+](CCCC)(CCCC)CCCC)CCC.C1(C)C=CC=CC=1.O.[Cl-].[Na+].O.Cl[Pd](Cl)([P](C1C=CC=CC=1)(C1C=CC=CC=1)C1C=CC=CC=1)[P](C1C=CC=CC=1)(C1C=CC=CC=1)C1C=CC=CC=1>[CH3:9][O:10][C:11]1[CH:16]=[CH:15][C:14](/[CH:2]=[C:3]2/[CH:4]=[CH:5][C:6](=[O:8])[O:7]/2)=[CH:13][CH:12]=1 |f:2.3,4.5,8.9.10,^1:53,72|. Procedure: A mixture containing 5-bromomethylene-2(5H) furanone (0.175 g, 1 mmol), 4-methoxyphenylboronic acid (0.182 g, 1.2 mmol), trans-dichlorobis(triphenylphosphine)palladium (II) (0.035 g, 0.05 mmol), tetrabutylammonium iodide (0.018 g, 0.05 mmol) and cesium fluoride (0.456 g, 3 mmol) in toluene (10 mL) and water (10 mL) were stirred at reflux for 24 hours under nitrogen. After cooling, brine (50 mL) was added and the product extracted with ethyl acetate (50 mL×3). The organic fractions were combined,... Starting materials: OC1CCNCC1 (4-hydroxypiperdine), O1CCOC2=C1C=CC(=C2)SC2=C(C=C(C=C2)C2=CC=NC=C2)C(F)(F)F (4-(4-(2,3-dihydro-benzo(1,4)dioxin-6-ylsulfanyl)-3-trifluoromethyl-phenyl)-pyridine), OC1CNCC1 (3-hydroxypyrrolidine). The product is title compound, O1CCOC2=C1C=CC(=C2)SC2=C(C=C(C=C2)C2=CC(=NC=C2)N2CCC(CC2)O)C(F)(F)F (4′-(4-(2,3-Dihydro-benzo(1,4)dioxin-6-ylsulfanyl)-3-trifluoromethyl-phenyl)-3,4,5,6-tetrahydro-2H-(1,2′)bipyridinyl-4-ol). RXN SMILES: [O:1]1[C:6]2[CH:7]=[CH:8][C:9]([S:11][C:12]3[CH:17]=[CH:16][C:15]([C:18]4[CH:23]=[CH:22][N:21]=[CH:20][CH:19]=4)=[CH:14][C:13]=3[C:24]([F:27])([F:26])[F:25])=[CH:10][C:5]=2[O:4][CH2:3][CH2:2]1.OC1CCNC1.[OH:34][CH:35]1[CH2:40][CH2:39][NH:38][CH2:37][CH2:36]1>>[O:1]1[C:6]2[CH:7]=[CH:8][C:9]([S:11][C:12]3[CH:17]=[CH:16][C:15]([C:18]4[CH:19]=[CH:20][N:21]=[C:22]([N:38]5[CH2:39][CH2:40][CH:35]([OH:34])[CH2:36][CH2:37]5)[CH:23]=4)=[CH:14][C:13]=3[C:24]([F:25])([F:26])[F:27])=[CH:10][C:5]=2[O:4][CH2:3][CH2:2]1. Procedure: The title compound was prepared according to the procedures of Example 38E, substituting compound 76 with compound 118 (0.033 g, 0.0779 mmol) and 3-hydroxypyrrolidine with 4-hydroxypiperdine. A yellow solid 119 was obtained (0.031 g, 63%). 1H-NMR (CDCl3, 400 MHz) δ 1.75-1.84 (m, 2H), 2.02-2.10 (m, 2H), 3.67-3.74 (m, 2H), 4.00-4.07 (m, 2H), 4.10-4.16 (m, 1H), 4.28-4.34 (m, 4H), 4.72-4.76 (m, 1H), 6.93-6.97 (m, 3H), 7.05 (dd, J=1.8 Hz, 8.0 Hz, 1H), 7.10 (d, J=1.8 Hz, 1H), 7.12 D, J=8.5 Hz, 1H), 7.... Starting materials: C(C(C)(C)C)(=O)O (pivalic acid), CN(CC1=CC=C(C=C1)OC)C (N,N-dimethyl-N-(4-methoxybenzyl)amine), C(C)C(C(=O)O)CCCC (2-ethylhexanoic acid), C(C1=CC=CC=C1)N(C)C (benzyldimethylamine). The product is C(C)C(C(=O)[O-])CCCC.C[N+](CC1=CC=C(C=C1)OC)(CC)C (N,N-dimethyl-N-ethyl-N-(4-methoxybenzyl)ammonium 2-ethylhexanoate). Reaction SMILES: C(O)(=O)[C:2]([CH3:5])([CH3:4])[CH3:3].[CH2:8]([CH:10]([CH2:14][CH2:15][CH2:16][CH3:17])[C:11]([OH:13])=[O:12])[CH3:9].[CH2:18]([N:25]([CH3:27])[CH3:26])[C:19]1C=CC=CC=1.CN(C)CC1C=[CH:35][C:34]([O:37][CH3:38])=[CH:33]C=1>>[CH2:8]([CH:10]([CH2:14][CH2:15][CH2:16][CH3:17])[C:11]([O-:13])=[O:12])[CH3:9].[CH3:27][N+:25]([CH3:26])([CH2:18][CH3:19])[CH2:5][C:2]1[CH:3]=[CH:35][C:34]([O:37][CH3:38])=[CH:33][CH:4]=1 |f:4.5|. Procedure: The preparation was conducted as described for cat.1(A. 1.). Instead of pivalic acid, 2-ethylhexanoic acid was used, and instead of benzyldimethylamine, N,N-dimethyl-N-(4-methoxybenzyl)amine was used. Yield: 45.3 g (67%) of cat. 4 as a pale yellow, viscous oil. Starting materials: BrC=1C=C(C=O)C=C(C1)F (3-bromo-5-fluorobenzaldehyde), [BH4-].[Na+] (NaBH4). Run in CO (methanol). Conditions: time 2 hour. Yields the product BrC=1C=C(CO)C=C(C1)F (3-Bromo-5-fluorobenzyl alcohol). As a reaction SMILES: [Br:1][C:2]1[CH:3]=[C:4]([CH:7]=[C:8]([F:10])[CH:9]=1)[CH:5]=[O:6].[BH4-].[Na+]>CO>[Br:1][C:2]1[CH:3]=[C:4]([CH:7]=[C:8]([F:10])[CH:9]=1)[CH2:5][OH:6] |f:1.2|. Reported procedure: To a solution of 3-bromo-5-fluorobenzaldehyde (22.25 g, 0.11 mole) in methanol at rt was added NaBH4, (2.07 g, 0.055 mole) stirred at rt for 2 hr. The reaction was quenched with H2O, and concentrated. The residue was diluted with diethyl ether, washed with 1 N HCl, brine, dried over MgSO4, and concentrated. 3-Bromo-5-fluorobenzyl alcohol was obtained as a colorless oil was collected (14.6 g, 65%). 1H NMR (DMSO-d6) δ 4.50 (m, 2H), 5.44(t, 3H, J=5.93 Hz), 7.16 (dd, 1H, J=1.09, 8.79 Hz), 7.36(s, 1H...